This data is from the Open Reaction Database (ORD), a public repository of structured organic reaction records. The task is: describe an organic reaction: reactants, conditions, products, and yield Reactants: C1CCOC1, C[Si](C)(C)CCOCCl, [H-], [Na+], c1c[nH]nn1. Product: C[Si](C)(C)CCOCn1ccnn1. Reaction SMILES: [CH2:17]1[O:18][CH2:19][CH2:20][CH2:21]1.[Cl:8][CH2:9][O:10][CH2:11][CH2:12][Si:13]([CH3:14])([CH3:15])[CH3:16].[H-:1].[Na+:2].[nH:3]1[n:4][n:5][cH:6][cH:7]1>>[n:3]1([CH2:9][O:10][CH2:11][CH2:12][Si:13]([CH3:14])([CH3:15])[CH3:16])[n:4][n:5][cH:6][cH:7]1. Starting materials: COCCOC, ClCC1CO1, [H-], [H][H], [Na+], OCc1ccccc1. Product: c1ccc(COCC2CO2)cc1. Reaction SMILES: [CH2:18]([CH2:19][O:20][CH3:21])[O:22][CH3:23].[Cl:13][CH2:14][CH:15]1[CH2:16][O:17]1.[H-:10].[H:11][H:12].[Na+:9].[OH:1][CH2:2][c:3]1[cH:4][cH:5][cH:6][cH:7][cH:8]1>>[O:1]([CH2:2][c:3]1[cH:4][cH:5][cH:6][cH:7][cH:8]1)[CH2:14][CH:15]1[CH2:16][O:17]1. Starting materials: oil, [H-].[Na+] (sodium hydride), N1C(CCC1)=O (azacyclopentan-2-one), BrCCCCCCC (1-bromoheptane). Run in C1(=CC=CC=C1)C (toluene). The product is C(CCCCCC)N1C(CCC1)=O (1-n-Heptylazacyclopentan-2-one). The yield is 31.0%. Reaction SMILES: [H-].[Na+].[NH:3]1[CH2:7][CH2:6][CH2:5][C:4]1=[O:8].Br[CH2:10][CH2:11][CH2:12][CH2:13][CH2:14][CH2:15][CH3:16]>C1(C)C=CC=CC=1>[CH2:10]([N:3]1[CH2:7][CH2:6][CH2:5][C:4]1=[O:8])[CH2:11][CH2:12][CH2:13][CH2:14][CH2:15][CH3:16] |f:0.1|. Reported procedure: Following example 1, on refluxing 13 g of 50% oil dispersion of sodium hydride (6.5 g NaH, 0.271 M), 20.35 g (0.239 M) of azacyclopentan-2-one and 47.28 g (0.264 M) of 1-bromoheptane in dry toluene for 21 hours was obtained 13.6 g (31%) of colorless oil; boiling point 115°-120°/0.6 mm. Product: Cl.Cl.C(C)OC(=O)C=1N=CN(C1)C[C@@H]1C[C@@H]2C[C@H](NC[C@@H]2CC1)C(=O)O ([3S,4aR,6S,8aR]-6-((4-ethoxycarbonyl-1H-imidazol-1-yl)methyl)-1,2,3,4,4a,5,6,7,8,8a-decahydroisoquinoline-3-carboxylic Acid Dihydrochloride). The reactants are C(C)OC(=O)[C@H]1NC[C@@H]2CC[C@@H](C[C@@H]2C1)CN1C=NC(=C1)C(=O)OCC ([3S,4aR,6S,8aR]-ethyl-6-((4-ethoxycarbonyl-1H-imidazol-1-yl)methyl)-1,2,3,4,4a,5,6,7,8,8a-decahydroisoquinoline-3-carboxylate), Cl (HCl). Reported procedure: A solution of 0.20 g of [3S,4aR,6S,8aR]-ethyl-6-((4-ethoxycarbonyl-1H-imidazol-1-yl)methyl)-1,2,3,4,4a,5,6,7,8,8a-decahydroisoquinoline-3-carboxylate (prepared in example 3) in 10 mL of 5N HCl was heated at 50° C. for three hours and then at room temperature for 18 h. The solution was evaporated and the resulting residue was chromatographed over C18 modified silica gel eluting with acetonitrile in aqueous 0.1% HCl to give 0.105 g of the title compound: MS m/z: 336 (m++1); Analysis calculated for... Reaction SMILES: C([O:3][C:4]([C@@H:6]1[CH2:15][C@@H:14]2[C@@H:9]([CH2:10][CH2:11][C@H:12]([CH2:16][N:17]3[CH:21]=[C:20]([C:22]([O:24][CH2:25][CH3:26])=[O:23])[N:19]=[CH:18]3)[CH2:13]2)[CH2:8][NH:7]1)=[O:5])C.[ClH:27]>>[ClH:27].[ClH:27].[CH2:25]([O:24][C:22]([C:20]1[N:19]=[CH:18][N:17]([CH2:16][C@H:12]2[CH2:11][CH2:10][C@@H:9]3[C@@H:14]([CH2:15][C@@H:6]([C:4]([OH:5])=[O:3])[NH:7][CH2:8]3)[CH2:13]2)[CH:21]=1)=[O:23])[CH3:26] |f:2.3.4|. Conditions: time 18 hour.